From a dataset of the Open Reaction Database (ORD), a public repository of structured organic reaction records. describe an organic reaction: reactants, conditions, products, and yield Reactants: Cu, C(C1=CC=CC=C1)OC=1C=C2C=CNC2=CC1 (5-benzyloxyindole), BrC1=CC=C(C=C1)F (1-bromo-4-fluorobenzene), Cl (HCl), [OH-].[K+] (potassium hydroxide). The solvent is O (water), CCOCC (ether). Yields the product C(C1=CC=CC=C1)OC=1C=C2C=CN(C2=CC1)C1=CC=C(C=C1)F (5-Benzyloxy-1-(4-fluoro-phenyl)-1H-indole). Yield: 59.9%. RXN SMILES: [CH2:1]([O:8][C:9]1[CH:10]=[C:11]2[C:15](=[CH:16][CH:17]=1)[NH:14][CH:13]=[CH:12]2)[C:2]1[CH:7]=[CH:6][CH:5]=[CH:4][CH:3]=1.Br[C:19]1[CH:24]=[CH:23][C:22]([F:25])=[CH:21][CH:20]=1.[OH-].[K+].Cl>O.CCOCC>[CH2:1]([O:8][C:9]1[CH:10]=[C:11]2[C:15](=[CH:16][CH:17]=1)[N:14]([C:19]1[CH:24]=[CH:23][C:22]([F:25])=[CH:21][CH:20]=1)[CH:13]=[CH:12]2)[C:2]1[CH:3]=[CH:4][CH:5]=[CH:6][CH:7]=1 |f:2.3|. Procedure details: To 22.3 g (0.1 mol) 5-benzyloxyindole in 110 ml (1.0 mol) 1-bromo-4-fluorobenzene were added 28 g (0.5 mol) powdered potassium hydroxide and 6.4 g (0.1 mol) Cu as powder. The suspension was heated to reflux for 2 h. At RT, ether and water were added, the mixture was acidified with 2M HCl and extracted with ether. The combined organic phases were washed with water and dried over Na2SO4. Column chromatography on silica gel with a gradient hexane-hexane/EtOAc 19:1-9:1 yielded 19 g (60%) 5-Benzyloxy...